From a dataset of the Open Reaction Database (ORD), a public repository of structured organic reaction records. describe an organic reaction: reactants, conditions, products, and yield Starting materials: COC1=C(N)C=CC(=C1)OC (2,4-dimethoxyaniline), BrCCCCBr (1,4-dibromobutane), C([O-])([O-])=O.[K+].[K+] (potassium carbonate). The solvent is CN(C=O)C (N,N-dimethylformamide). Run at temperature 150 celsius. Yields the product N1(CCCC1)C1=C(C=C(C=C1)OC)OC (1-pyrrolidin-1-yl-2,4-dimethoxybenzene). The yield is 62.8%. As a reaction SMILES: [CH3:1][O:2][C:3]1[CH:9]=[C:8]([O:10][CH3:11])[CH:7]=[CH:6][C:4]=1[NH2:5].Br[CH2:13][CH2:14][CH2:15][CH2:16]Br.C(=O)([O-])[O-].[K+].[K+]>CN(C)C=O>[N:5]1([C:4]2[CH:6]=[CH:7][C:8]([O:10][CH3:11])=[CH:9][C:3]=2[O:2][CH3:1])[CH2:16][CH2:15][CH2:14][CH2:13]1 |f:2.3.4|. Procedure details: Ex-38A: Method A: A mixture of 2,4-dimethoxyaniline (1.0 g, 6.53 mmol), 1,4-dibromobutane (1.41 g, 6.53 mmol) and potassium carbonate (3.61 g, 26.1 mmol) in N,N-dimethylformamide (70 mL) was heated at 150° C. overnight. The reaction mixture was concentrated under reduced pressure. The residue was taken up in a mixture of water and ethyl acetate. After the mixture was partitioned, the aqueous solution was extracted with ethyl acetate. The combined solution of ethyl acetate was washed with saturat... Starting materials: COC1=C(CC2NCCC3=C(C=CC(=C23)OC)OC)C=C(C=C1)OC (1-(2,5-Dimethoxy-benzyl)-5,8-dimethoxy-1,2,3,4-tetrahydroisoquinoline), BrCC(=O)Br (2-bromoacetyl bromide), N[C@@H]1[C@@H](CC2=CC=CC=C12)O ((1S,2R)-1-amino-2-indanol). Product: COC1=C(CC2N(CCC3=C(C=CC(=C23)OC)OC)CC(=O)N[C@@H]2[C@@H](CC3=CC=CC=C23)O)C=C(C=C1)OC (2-[1-(2,5-Dimethoxy-benzyl)-5,8-dimethoxy-3,4-dihydro-1H-isoquinolin-2-yl]-N-[(1S,2R)-2-hydroxy-indan-1-yl]-acetamide). Reaction SMILES: [CH3:1][O:2][C:3]1[CH:23]=[CH:22][C:21]([O:24][CH3:25])=[CH:20][C:4]=1[CH2:5][CH:6]1[C:15]2[C:10](=[C:11]([O:18][CH3:19])[CH:12]=[CH:13][C:14]=2[O:16][CH3:17])[CH2:9][CH2:8][NH:7]1.Br[CH2:27][C:28](Br)=[O:29].[NH2:31][C@H:32]1[C:40]2[C:35](=[CH:36][CH:37]=[CH:38][CH:39]=2)[CH2:34][C@H:33]1[OH:41]>>[CH3:1][O:2][C:3]1[CH:23]=[CH:22][C:21]([O:24][CH3:25])=[CH:20][C:4]=1[CH2:5][CH:6]1[C:15]2[C:10](=[C:11]([O:18][CH3:19])[CH:12]=[CH:13][C:14]=2[O:16][CH3:17])[CH2:9][CH2:8][N:7]1[CH2:27][C:28]([NH:31][C@H:32]1[C:40]2[C:35](=[CH:36][CH:37]=[CH:38][CH:39]=2)[CH2:34][C@H:33]1[OH:41])=[O:29]. Procedure: prepared by reaction of 1-(2,5-Dimethoxy-benzyl)-5,8-dimethoxy-1,2,3,4-tetrahydroisoquinoline and 2-bromoacetyl bromide with (1S,2R)-1-amino-2-indanol Starting materials: S(=O)(=O)([O-])[O-].[Al+3].S(=O)(=O)([O-])[O-].S(=O)(=O)([O-])[O-].[Al+3] (aluminum sulfate), C1(=CC=CC=C1)O (phenol), CCCCCCCCCCCCCCCCCCOC(=O)CCC1=CC(=C(C(=C1)C(C)(C)C)O)C(C)(C)C (Irganox 1076), S(=O)(=O)([O-])[O-].[Al+3].S(=O)(=O)([O-])[O-].S(=O)(=O)([O-])[O-].[Al+3] (aluminum sulfate). Product: C(C=C)(=O)[O-].C=CC(C)=C (acrylate isoprene). As a reaction SMILES: S([O-])([O-])(=O)=O.[Al+3].S([O-])([O-])(=O)=O.S([O-])([O-])(=O)=O.[Al+3].C1(O)C=CC=CC=1.CCCCCCCCCCCCCCCCCC[O:43][C:44]([CH2:46][CH2:47][C:48]1[CH:53]=C(C(C)(C)C)C(O)=C(C(C)(C)C)[CH:49]=1)=[O:45]>>[C:44]([O-:45])(=[O:43])[CH:46]=[CH2:47].[CH2:46]=[CH:47][C:48](=[CH2:49])[CH3:53] |f:0.1.2.3.4,7.8|. Procedure: After completion of the reaction, the obtained latex was coagulated by introduction into a 0.05% by weight aqueous solution of aluminum sulfate. At the time of coagulation, to the aqueous solution of aluminum sulfate was added 0.5 parts by weight of a hindered phenol antioxidant, Irganox 1076 (trade name, produced by Ciba-Geigy AG), based on the amount of the polymer. Starting materials: O=C(O)c1ccc(N(CCCl)CCCl)cc1, O=S(Cl)Cl, c1ccccc1. Product: O=C(Cl)c1ccc(N(CCCl)CCCl)cc1. Reaction SMILES: [Cl:1][CH2:2][CH2:3][N:4]([CH2:5][CH2:6][Cl:7])[c:8]1[cH:9][cH:10][c:11]([C:12](=[O:13])[OH:14])[cH:15][cH:16]1.[S:17]([Cl:18])([Cl:19])=[O:20].[cH:21]1[cH:22][cH:23][cH:24][cH:25][cH:26]1>>[Cl:1][CH2:2][CH2:3][N:4]([CH2:5][CH2:6][Cl:7])[c:8]1[cH:9][cH:10][c:11]([C:12](=[O:13])[Cl:19])[cH:15][cH:16]1.